Dataset: the Open Reaction Database (ORD), a public repository of structured organic reaction records. Task: describe an organic reaction: reactants, conditions, products, and yield Reactants: Cl.FC(COC1=C(CN)C=C(C=C1)Cl)(F)F (2-(2,2,2-trifluoroethoxy)-5-chlorobenzylamine hydrochloride). Reagents/catalysts: [OH-].[OH-].[Pd+2] (Pd(OH)2/C). Run in C(C)O (ethanol). Conditions: time 4 hour. Yields the product FC(COC1=C(CN)C=CC=C1)(F)F (2-(2,2,2-Trifluoroethoxy)benzylamine). As a reaction SMILES: Cl.[F:2][C:3]([F:16])([F:15])[CH2:4][O:5][C:6]1[CH:13]=[CH:12][C:11](Cl)=[CH:10][C:7]=1[CH2:8][NH2:9]>C(O)C.[OH-].[OH-].[Pd+2]>[F:2][C:3]([F:15])([F:16])[CH2:4][O:5][C:6]1[CH:13]=[CH:12][CH:11]=[CH:10][C:7]=1[CH2:8][NH2:9] |f:0.1,3.4.5|. Reported procedure: A solution of 2-(2,2,2-trifluoroethoxy)-5-chlorobenzylamine hydrochloride (650 mg) in ethanol (200 mL) containing 20% Pd(OH)2/C (1 g) was hydrogenated at 50 psi for 4 h. The catalyst was removed via filtration through Celite and the filtrate then evaporated to dryness to give the title compound as a white powder: 1H NMR (CD3OD) δ7.47 (m, 2H), 7.19 (m, 2H), 4.69 (q, J=8.4 Hz, 2H), 4.16 (s, 2H). Starting materials: CNC, O=Cc1cccc(-c2cc3c4c(ccn4C(=O)CNC3)c2)c1, O. Yields the product CN(C)Cc1cccc(-c2cc3c4c(ccn4C(=O)CNC3)c2)c1. Reaction SMILES: [CH3:23][NH:24][CH3:25].[O:1]=[C:2]1[CH2:3][NH:4][CH2:5][c:6]2[cH:7][c:8](-[c:15]3[cH:16][c:17]([CH:18]=[O:19])[cH:20][cH:21][cH:22]3)[cH:9][c:10]3[cH:11][cH:12][n:13]1[c:14]23.[OH2:26]>>[O:1]=[C:2]1[CH2:3][NH:4][CH2:5][c:6]2[cH:7][c:8](-[c:15]3[cH:16][c:17]([CH2:18][N:24]([CH3:23])[CH3:25])[cH:20][cH:21][cH:22]3)[cH:9][c:10]3[cH:11][cH:12][n:13]1[c:14]23. Starting materials: FC(C1=C(C=CC=C1)[Mg]Br)(F)F (2-(trifluoromethyl)phenylmagnesium bromide), C(C1=CC=CC=C1)=O (benzaldehyde), FC(C1=C(C(C2=CC=CC=C2)O)C=CC(=C1)Cl)(F)F (2-(trifluoromethyl)-4-chlorobenzhydrol). Product: FC(C1=C(C(C2=CC=CC=C2)O)C=CC=C1)(F)F (2-(trifluoromethyl)benzhydrol). RXN SMILES: FC(F)(F)C1C=CC=CC=1[Mg]Br.C(=O)C1C=CC=CC=1.[F:21][C:22]([F:39])([F:38])[C:23]1[CH:36]=[C:35](Cl)[CH:34]=[CH:33][C:24]=1[CH:25]([OH:32])[C:26]1[CH:31]=[CH:30][CH:29]=[CH:28][CH:27]=1>>[F:21][C:22]([F:38])([F:39])[C:23]1[CH:36]=[CH:35][CH:34]=[CH:33][C:24]=1[CH:25]([OH:32])[C:26]1[CH:31]=[CH:30][CH:29]=[CH:28][CH:27]=1. Procedure: This material was prepared from 2-(trifluoromethyl)phenylmagnesium bromide (16 mmol) and benzaldehyde (15 mmol) using the procedure described for compound (96) (3.7 g, 98%). Starting materials: O (water), BrC=1C=2N(C=C(C1)C)C(=C(N2)SC)NC(OC(C)(C)C)=O (tert-Butyl N-[8-bromo-6-methyl-2-(methylsulfanyl)imidazo[1,2-a]pyridin-3-yl]carbamate), ICCC (Iodopropane), [H-].[Na+] (sodium hydride). Solvent: CN(C=O)C (N,N-dimethylformamide). Conditions: time 10 minute. Product: BrC=1C=2N(C=C(C1)C)C(=C(N2)SC)N(C(OC(C)(C)C)=O)CCC (tert-Butyl N-[8-bromo-6-methyl-2-(methylsulfanyl)imidazo[1,2-a]pyridin-3-yl]-N-propylcarbamate). Isolated yield 97.1%. As a reaction SMILES: [Br:1][C:2]1[C:3]2[N:4]([C:9]([NH:14][C:15](=[O:21])[O:16][C:17]([CH3:20])([CH3:19])[CH3:18])=[C:10]([S:12][CH3:13])[N:11]=2)[CH:5]=[C:6]([CH3:8])[CH:7]=1.[H-].[Na+].I[CH2:25][CH2:26][CH3:27].O>CN(C)C=O>[Br:1][C:2]1[C:3]2[N:4]([C:9]([N:14]([CH2:25][CH2:26][CH3:27])[C:15](=[O:21])[O:16][C:17]([CH3:18])([CH3:20])[CH3:19])=[C:10]([S:12][CH3:13])[N:11]=2)[CH:5]=[C:6]([CH3:8])[CH:7]=1 |f:1.2|. Procedure details: tert-Butyl N-[8-bromo-6-methyl-2-(methylsulfanyl)imidazo[1,2-a]pyridin-3-yl]carbamate (123 mg) was dissolved in N,N-dimethylformamide (10 mL), then sodium hydride (65% in oil; 15 mg) was added thereto under ice-cooling, and the mixture was stirred for 10 minutes. Iodopropane (67 mg) was added thereto under ice-cooling, and the mixture was stirred at room temperature for 1 hour. The reaction mixture was poured into water, which was extracted with ethyl acetate. The extracted organic layers were c... Starting materials: COc1cc2ncnc(Nc3cccc(Cl)c3F)c2cc1C=O, NCCN1CCOCC1. Product: COc1cc2ncnc(Nc3cccc(Cl)c3F)c2cc1CNCCN1CCOCC1. As a reaction SMILES: [Cl:1][c:2]1[c:3]([F:23])[c:4]([NH:5][c:6]2[n:7][cH:8][n:9][c:10]3[cH:11][c:12]([O:18][CH3:19])[c:13]([CH:16]=[O:17])[cH:14][c:15]23)[cH:20][cH:21][cH:22]1.[O:24]1[CH2:25][CH2:26][N:27]([CH2:30][CH2:31][NH2:32])[CH2:28][CH2:29]1>>[Cl:1][c:2]1[c:3]([F:23])[c:4]([NH:5][c:6]2[n:7][cH:8][n:9][c:10]3[cH:11][c:12]([O:18][CH3:19])[c:13]([CH2:16][NH:32][CH2:31][CH2:30][N:27]4[CH2:26][CH2:25][O:24][CH2:29][CH2:28]4)[cH:14][c:15]23)[cH:20][cH:21][cH:22]1.